This data is from the Open Reaction Database (ORD), a public repository of structured organic reaction records. The task is: describe an organic reaction: reactants, conditions, products, and yield The reactants are C(C)(C)(C)OC(N[C@@H](CO)C1=CC=C(C=C1)Br)=O ([(R)-1-(4-bromo-phenyl)-2-hydroxy-ethyl]-carbamic acid t-butyl ester), Cl (HCl). Run in CO (MeOH), O1CCOCC1 (dioxane). The product is N[C@@H](CO)C1=CC=C(C=C1)Br ((R)-2-Amino-2-(4-bromo-phenyl)-ethanol). Isolated yield 116.5%. Reaction SMILES: C(OC(=O)[NH:7][C@H:8]([C:11]1[CH:16]=[CH:15][C:14]([Br:17])=[CH:13][CH:12]=1)[CH2:9][OH:10])(C)(C)C.Cl>CO.O1CCOCC1>[NH2:7][C@H:8]([C:11]1[CH:16]=[CH:15][C:14]([Br:17])=[CH:13][CH:12]=1)[CH2:9][OH:10]. Procedure: A solution of [(R)-1-(4-bromo-phenyl)-2-hydroxy-ethyl]-carbamic acid t-butyl ester (946 mg, 3 mmol) in MeOH (15 ml) was treated with HCl in dioxane (4 M, 15 ml) for 1.5 h. The mixture was concentrated to give the titled compound (755 mg, 100%) as a white solid. Reactants: N1=CC=C(C2=CC=CC=C12)C(=O)C1=CC(=C(C(=C1)[N+](=O)[O-])O)OC (4-hydroxy-3-methoxy-5-nitrophenyl 4-quinolyl ketone), Br (hydrobromic acid). Run in O (water). Conditions: time 18 hour. Yields the product Br.N1=CC=C(C2=CC=CC=C12)C(=O)C1=CC(=C(C(=C1)[N+](=O)[O-])O)O (3,4-dihydroxy-5-nitrophenyl 4-quinolyl ketone hydrobromide). RXN SMILES: [N:1]1[C:10]2[C:5](=[CH:6][CH:7]=[CH:8][CH:9]=2)[C:4]([C:11]([C:13]2[CH:18]=[C:17]([N+:19]([O-:21])=[O:20])[C:16]([OH:22])=[C:15]([O:23]C)[CH:14]=2)=[O:12])=[CH:3][CH:2]=1.[BrH:25]>O>[BrH:25].[N:1]1[C:10]2[C:5](=[CH:6][CH:7]=[CH:8][CH:9]=2)[C:4]([C:11]([C:13]2[CH:18]=[C:17]([N+:19]([O-:21])=[O:20])[C:16]([OH:22])=[C:15]([OH:23])[CH:14]=2)=[O:12])=[CH:3][CH:2]=1 |f:3.4|. Procedure: 1 g of 4-hydroxy-3-methoxy-5-nitrophenyl 4-quinolyl ketone dissolved in 30 ml of 48 percent aqueous hydrobromic acid is stirred at 100° for 18 hours. After cooling to room temperature, the reaction mixture is diluted with 30 ml of water and the precipitate is filtered under suction. There is obtained 3,4-dihydroxy-5-nitrophenyl 4-quinolyl ketone hydrobromide of m.p. 273°-275° (from acetonitrile).